Dataset: the Open Reaction Database (ORD), a public repository of structured organic reaction records. Task: describe an organic reaction: reactants, conditions, products, and yield Reactants: C(C)(=O)NC1=CC(=C(C(=C1)C)S(=O)(=O)C[N+](=O)[O-])C ((4-Acetamido-2,6-dimethylphenylsulfonyl)nitromethane), Cl (hydrochloric acid), O (water). Solvent: C(C)O (ethanol). Conditions: time 10 minute. The product is NC1=CC(=C(C(=C1)C)S(=O)(=O)C[N+](=O)[O-])C ((4-amino-2,6-dimethylphenylsulfonyl)nitromethane). Yield: 73.0%. Reaction SMILES: C([NH:4][C:5]1[CH:10]=[C:9]([CH3:11])[C:8]([S:12]([CH2:15][N+:16]([O-:18])=[O:17])(=[O:14])=[O:13])=[C:7]([CH3:19])[CH:6]=1)(=O)C.Cl.O>C(O)C>[NH2:4][C:5]1[CH:6]=[C:7]([CH3:19])[C:8]([S:12]([CH2:15][N+:16]([O-:18])=[O:17])(=[O:14])=[O:13])=[C:9]([CH3:11])[CH:10]=1. Procedure: (4-Acetamido-2,6-dimethylphenylsulfonyl)nitromethane (11.5 g, 40 mM) is added in one portion to a boiling mixture of concentrated hydrochloric acid (22 mL), water (110 mL) and ethanol (45 mL). The mixture is stirred at reflux until a clear solution is formed (about 20 minutes) and then for a further 10 mins. The hot reaction mixture is then poured into an excess of ice-cold saturated sodium bicarbonate solution. The aqueous mixture is extracted with ethyl acetate. The combined extracts are washe...